This data is from the Open Reaction Database (ORD), a public repository of structured organic reaction records. The task is: describe an organic reaction: reactants, conditions, products, and yield Reactants: CC(C)(C)OC(=O)Nc1cnc(-c2ccccn2)s1, Cl, C1COCCO1. The product is Nc1cnc(-c2ccccn2)s1. Reaction SMILES: [C:1]([O:2][C:3](=[O:4])[NH:7][c:8]1[cH:9][n:10][c:11](-[c:13]2[n:14][cH:15][cH:16][cH:17][cH:18]2)[s:12]1)([CH3:5])([CH3:6])[CH3:19].[ClH:20].[O:21]1[CH2:22][CH2:23][O:24][CH2:25][CH2:26]1>>[NH2:7][c:8]1[cH:9][n:10][c:11](-[c:13]2[n:14][cH:15][cH:16][cH:17][cH:18]2)[s:12]1. Starting materials: [Mg] (magnesium), C(C)(=O)C1C(=O)OCC1 (α-acetyl-γ-butyrolactone), [O-]CC.[Mg+2].[O-]CC (magnesium ethoxide), FC1=CC(=C(C(=O)Cl)C=C1)[N+](=O)[O-] (4-fluoro-2-nitrobenzoyl chloride), FC1=CC(=C(C(=O)O)C=C1)[N+](=O)[O-] (4-fluoro-2-nitrobenzoic acid), S(=O)(Cl)Cl (thionyl chloride), S(O)(O)(=O)=O (sulfuric acid). The solvent is C(Cl)(Cl)(Cl)Cl (carbon tetrachloride), C(C)O (ethanol), C1(=CC=CC=C1)C (toluene), C1(=CC=CC=C1)C (toluene), C1(=CC=CC=C1)C (toluene). Yields the product FC1=CC(=C(C(=O)C2C(=O)OCC2)C=C1)[N+](=O)[O-] (α-(4-fluoro-2-nitrobenzoyl)-γ-butyrolactone). The yield is 83.6%. As a reaction SMILES: [Mg].[O-]CC.[Mg+2].[O-]CC.[C:9]([CH:12]1[CH2:17][CH2:16][O:15][C:13]1=[O:14])(=[O:11])[CH3:10].[F:18][C:19]1[CH:27]=[CH:26]C(C(Cl)=O)=[C:21]([N+:28]([O-:30])=[O:29])[CH:20]=1.FC1C=CC(C(O)=O)=C([N+]([O-])=O)C=1.S(Cl)(Cl)=O.S(=O)(=O)(O)O>C1(C)C=CC=CC=1.C(Cl)(Cl)(Cl)Cl.C(O)C>[F:18][C:19]1[CH:27]=[CH:26][C:10]([C:9]([CH:12]2[CH2:17][CH2:16][O:15][C:13]2=[O:14])=[O:11])=[C:21]([N+:28]([O-:30])=[O:29])[CH:20]=1 |f:1.2.3|. Reported procedure: A mixture of 8.0 g of magnesium turnings, 33 g of anhydrous ethanol and 3 ml of carbon tetrachloride was allowed to react on standing for several minutes. After the exothermic reaction had subsided, 250 ml of anhydrous toluene was slowly added under stirring, and the reaction mixture was stirred at 30°-35° C for an additional 3 hours. To the resulting suspension of magnesium ethoxide, a solution of 84.6 g of α-acetyl-γ-butyrolactone in 100 ml of anhydrous toluene was added dropwise under cooling...